Task: describe an organic reaction: reactants, conditions, products, and yield. Dataset: the Open Reaction Database (ORD), a public repository of structured organic reaction records Reactants: ClCCl, CN(C)C=O, Cc1ccc(-c2nc(CCOc3cccc4c3CCC=C4CCC(=O)O)c(C)o2)cc1, O=C(Cl)C(=O)Cl. Product: Cc1ccc(-c2nc(CCOc3cccc4c3CCC=C4CCC(N)=O)c(C)o2)cc1. As a reaction SMILES: [CH2:1]([Cl:2])[Cl:3].[CH3:41][N:42]([CH3:43])[CH:44]=[O:45].[CH3:4][c:5]1[cH:6][cH:7][c:8](-[c:11]2[o:12][c:13]([CH3:34])[c:14]([CH2:16][CH2:17][O:18][c:19]3[c:20]4[c:25]([cH:26][cH:27][cH:28]3)[C:24]([CH2:29][CH2:30][C:31](=[O:32])[OH:33])=[CH:23][CH2:22][CH2:21]4)[n:15]2)[cH:9][cH:10]1.[Cl:35][C:36]([C:37]([Cl:38])=[O:39])=[O:40]>>[CH3:4][c:5]1[cH:6][cH:7][c:8](-[c:11]2[o:12][c:13]([CH3:34])[c:14]([CH2:16][CH2:17][O:18][c:19]3[c:20]4[c:25]([cH:26][cH:27][cH:28]3)[C:24]([CH2:29][CH2:30][C:31](=[O:32])[NH2:42])=[CH:23][CH2:22][CH2:21]4)[n:15]2)[cH:9][cH:10]1. Reactants: C1(CC1)NC1CCN(CC1)C1=NC(=NO1)C(C)C (cyclopropyl-[1-(3-isopropyl-[1,2,4]oxadiazol-5-yl)-piperidin-4-yl]-amine), N1(N=CN=C1)C1=CC=C(C(=O)O)C=C1 (4-[1,2,4]triazol-1-yl-benzoic acid). Product: C1(CC1)N(C(C1=CC=C(C=C1)N1N=CN=C1)=O)C1CCN(CC1)C1=NC(=NO1)C(C)C (N-Cyclopropyl-N-[1-(3-isopropyl-[1,2,4]oxadiazol-5-yl)-piperidin-4-yl]-4-[1,2,4]triazol-1-yl-benzamide). RXN SMILES: [CH:1]1([NH:4][CH:5]2[CH2:10][CH2:9][N:8]([C:11]3[O:15][N:14]=[C:13]([CH:16]([CH3:18])[CH3:17])[N:12]=3)[CH2:7][CH2:6]2)[CH2:3][CH2:2]1.[N:19]1([C:24]2[CH:32]=[CH:31][C:27]([C:28](O)=[O:29])=[CH:26][CH:25]=2)[CH:23]=[N:22][CH:21]=[N:20]1>>[CH:1]1([N:4]([CH:5]2[CH2:10][CH2:9][N:8]([C:11]3[O:15][N:14]=[C:13]([CH:16]([CH3:18])[CH3:17])[N:12]=3)[CH2:7][CH2:6]2)[C:28](=[O:29])[C:27]2[CH:26]=[CH:25][C:24]([N:19]3[CH:23]=[N:22][CH:21]=[N:20]3)=[CH:32][CH:31]=2)[CH2:2][CH2:3]1. Procedure: The title compound is prepared from cyclopropyl-[1-(3-isopropyl-[1,2,4]oxadiazol-5-yl)-piperidin-4-yl]-amine and 4-[1,2,4]triazol-1-yl-benzoic acid following a procedure analogous to that described in Example 90. LC (method 19): tR=3.71 min; Mass spectrum (ESI+): m/z=422 [M+H]+.